Dataset: the Open Reaction Database (ORD), a public repository of structured organic reaction records. Task: describe an organic reaction: reactants, conditions, products, and yield Starting materials: NC=1C=C(CN2CCC(CC2)N2C(NC3=CC=CC=C3C2C2=CC=CC=C2)=O)C=CC1 (3-[1-(3-aminobenzyl)piperidin-4-yl]-4-phenyl-3,4-dihydro-2(1H)quinazolinone), C=O (formaldehyde), C(#N)[BH3-].[Na+] (sodium cyanoborohydride). Run in CO (methanol). Conditions: time 12 hour. Yields the product CN(C=1C=C(CN2CCC(CC2)N2C(NC3=CC=CC=C3C2C2=CC=CC=C2)=O)C=CC1)C (3-[1-(3-dimethylaminobenzyl)piperidin-4-yl]-4-phenyl-3,4-dihydro-2(1H)-quinazolinone). Isolated yield 97.9%. RXN SMILES: N[C:2]1[CH:3]=[C:4]([CH:29]=[CH:30][CH:31]=1)[CH2:5][N:6]1[CH2:11][CH2:10][CH:9]([N:12]2[CH:21]([C:22]3[CH:27]=[CH:26][CH:25]=[CH:24][CH:23]=3)[C:20]3[C:15](=[CH:16][CH:17]=[CH:18][CH:19]=3)[NH:14][C:13]2=[O:28])[CH2:8][CH2:7]1.[CH2:32]=O.[C:34]([BH3-])#[N:35].[Na+]>CO>[CH3:32][N:35]([CH3:34])[C:2]1[CH:3]=[C:4]([CH:29]=[CH:30][CH:31]=1)[CH2:5][N:6]1[CH2:11][CH2:10][CH:9]([N:12]2[CH:21]([C:22]3[CH:27]=[CH:26][CH:25]=[CH:24][CH:23]=3)[C:20]3[C:15](=[CH:16][CH:17]=[CH:18][CH:19]=3)[NH:14][C:13]2=[O:28])[CH2:8][CH2:7]1 |f:2.3|. Procedure: To a solution of 200 mg (0.48 mmol) of 3-[1-(3-aminobenzyl)piperidin-4-yl]-4-phenyl-3,4-dihydro-2(1H)quinazolinone in 20 mL of methanol were added 415 mg (4.85 mmol) of formaldehyde and 243 mg (3.88 mmol) of sodium cyanoborohydride and the mixture was stirred for 12 hours at ambient temperature. Then, the reaction mixture was concentrated in vacuo. The residue was diluted with water, and the mixture was adjusted to pH 10 with aqueous ammonia and extracted with chloroform. The organic layer separ... Reactants: C(C1=CC=CC=C1)OC(=O)N1C(CCC1)C=CC(=O)OCC (ethyl 3-(N-benzyloxycarbonylpyrrolidin-2-yl)-2-propenoate), C(C)OC(C=CC1N(CCCC1)C(=O)OCC1=CC=CC=C1)=O (ethyl-3-(N-benzyloxycarbonylpiperid-2-yl)-2-propenoate), [H-].C(C(C)C)[Al+]CC(C)C (diisobutylaluminium hydride), C(O)([O-])=O.[Na+] (sodium hydrogen carbonate). Solvent: O1CCCC1 (tetrahydrofuran). Reaction conditions: temperature -78 celsius, time 30 minute. Yields the product 1-(N-benzyloxycarbonylpyrrolidin-2-yl)-3-hydropropene, C(C1=CC=CC=C1)OC(=O)N1C(CCCC1)C=CCO (1-(N-benzyloxycarbonyl-piperid-2-yl)-3-hydroxypropene). Reaction SMILES: C(OC(N1CCCC1C=CC(OCC)=O)=O)C1C=CC=CC=1.C([O:25][C:26](=O)[CH:27]=[CH:28][CH:29]1[CH2:34][CH2:33][CH2:32][CH2:31][N:30]1[C:35]([O:37][CH2:38][C:39]1[CH:44]=[CH:43][CH:42]=[CH:41][CH:40]=1)=[O:36])C.[H-].C([Al+]CC(C)C)C(C)C.C(=O)([O-])O.[Na+]>O1CCCC1>[CH2:38]([O:37][C:35]([N:30]1[CH2:31][CH2:32][CH2:33][CH2:34][CH:29]1[CH:28]=[CH:27][CH2:26][OH:25])=[O:36])[C:39]1[CH:44]=[CH:43][CH:42]=[CH:41][CH:40]=1 |f:2.3,4.5|. Reported procedure: To a stirred solution of either ethyl 3-(N-benzyloxycarbonylpyrrolidin-2-yl)-2-propenoate or ethyl-3-(N-benzyloxycarbonylpiperid-2-yl)-2-propenoate (R, or S, or racemate, 10.00 mmol) in anhydrous tetrahydrofuran (75 mL) at -78° C. under nitrogen was added dropwise a solution of diisobutylaluminium hydride (1.0M in hexanes, 12.0 mL, 22.0 mmol, 2.2 eq). The resulting solution was stirred at -78° C. under nitrogen for 30 minutes. The reaction solution was then allowed to warmed to room temperature ... The reactants are COc1ccc(C2=CCN(Cc3ccccc3)CC2)cc1, CO, Cl, Cl, [H][H]. Yields the product COc1ccc(C2CCN(Cc3ccccc3)CC2)cc1. RXN SMILES: [CH2:1]([c:2]1[cH:3][cH:4][cH:5][cH:6][cH:7]1)[N:8]1[CH2:9][CH2:10][C:11]([c:14]2[cH:15][cH:16][c:17]([O:20][CH3:21])[cH:18][cH:19]2)=[CH:12][CH2:13]1.[CH3:26][OH:27].[ClH:24].[ClH:25].[H:22][H:23]>>[CH2:1]([c:2]1[cH:3][cH:4][cH:5][cH:6][cH:7]1)[N:8]1[CH2:9][CH2:10][CH:11]([c:14]2[cH:15][cH:16][c:17]([O:20][CH3:21])[cH:18][cH:19]2)[CH2:12][CH2:13]1. The reactants are ClC1=NC2=NC=CC=C2C(=C1C)Cl (2,4-dichloro-3-methyl-1,8-naphthyridine), C1(=CC=CC=C1)B(O)O (phenylboronic acid), C([O-])([O-])=O.[Na+].[Na+] (sodium carbonate). Reagents/catalysts: C=1C=CC(=CC1)[P](C=2C=CC=CC2)(C=3C=CC=CC3)[Pd]([P](C=4C=CC=CC4)(C=5C=CC=CC5)C=6C=CC=CC6)([P](C=7C=CC=CC7)(C=8C=CC=CC8)C=9C=CC=CC9)[P](C=1C=CC=CC1)(C=1C=CC=CC1)C=1C=CC=CC1 (Pd(PPh3)4). Product: ClC1=C(C(=NC2=NC=CC=C12)C1=CC=CC=C1)C (4-Chloro-3-methyl-2-phenyl-1,8-naphthyridine). As a reaction SMILES: Cl[C:2]1[C:11]([CH3:12])=[C:10]([Cl:13])[C:9]2[C:4](=[N:5][CH:6]=[CH:7][CH:8]=2)[N:3]=1.[C:14]1(B(O)O)[CH:19]=[CH:18][CH:17]=[CH:16][CH:15]=1.C(=O)([O-])[O-].[Na+].[Na+]>C1C=CC([P]([Pd]([P](C2C=CC=CC=2)(C2C=CC=CC=2)C2C=CC=CC=2)([P](C2C=CC=CC=2)(C2C=CC=CC=2)C2C=CC=CC=2)[P](C2C=CC=CC=2)(C2C=CC=CC=2)C2C=CC=CC=2)(C2C=CC=CC=2)C2C=CC=CC=2)=CC=1>[Cl:13][C:10]1[C:9]2[C:4](=[N:5][CH:6]=[CH:7][CH:8]=2)[N:3]=[C:2]([C:14]2[CH:19]=[CH:18][CH:17]=[CH:16][CH:15]=2)[C:11]=1[CH3:12] |f:2.3.4,^1:32,34,53,72|. Procedure details: Prepared according to procedure F using 2,4-dichloro-3-methyl-1,8-naphthyridine (150 mg, 0.704 mmol), phenylboronic acid (86 mg, 0.704 mmol), sodium carbonate (149 mg, 1.408 mmol) and Pd(PPh3)4. Product used without further purification in the next step. Mass Spectrum (ESI) m/e=255.0 (M+1). Starting materials: C(C)(C)(C)OC(N[C@@H](C)C(NC1=C(C=C(C=C1)F)NC1=NC=CN=C1)=O)=O ({(S)-1-[4-Fluoro-2-(pyrazin-2-ylamino)phenylcarbamoyl]ethyl}carbamic acid tert-butyl ester), Cl (hydrochloric acid). Run at temperature 60 celsius. Product: Cl.N[C@H](C(=O)NC1=C(C=C(C=C1)F)NC1=NC=CN=C1)C ((S)-2-Amino-N-[4-fluoro-2-(pyrazin-2-ylamino)-phenyl]-propionamide hydrochloride). Yield: 99.0%. Reaction SMILES: C(OC(=O)[NH:7][C@H:8]([C:10](=[O:26])[NH:11][C:12]1[CH:17]=[CH:16][C:15]([F:18])=[CH:14][C:13]=1[NH:19][C:20]1[CH:25]=[N:24][CH:23]=[CH:22][N:21]=1)[CH3:9])(C)(C)C.[ClH:28]>>[ClH:28].[NH2:7][C@@H:8]([CH3:9])[C:10]([NH:11][C:12]1[CH:17]=[CH:16][C:15]([F:18])=[CH:14][C:13]=1[NH:19][C:20]1[CH:25]=[N:24][CH:23]=[CH:22][N:21]=1)=[O:26] |f:2.3|. Reported procedure: {(S)-1-[4-Fluoro-2-(pyrazin-2-ylamino)phenylcarbamoyl]ethyl}carbamic acid tert-butyl ester (144 mg, 0.38 mmol) was suspended in hydrochloric acid (4.0 M in 1,4-dioxane, 5.0 ml) and heated at 60° C. for 20 minutes, then concentrated in vacuo to yield the title compound (118 mg, 0.38 mmol, 99%). 1H NMR (MeOD, 400 MHz): δ 8.20 (2H, m), 7.96 (1H, d, J=2.7 Hz), 7.59 (1H, dd, J 10.1, 2.7 Hz), 7.53 (1H, dd, J 9.2, 5.9 Hz), 6.96 (1H, td, J 8.3, 2.9 Hz), 4.10 (3H, m), 1.49 (3H, d, J=7.0 Hz).